Task: describe an organic reaction: reactants, conditions, products, and yield. Dataset: the Open Reaction Database (ORD), a public repository of structured organic reaction records Starting materials: C(C)OC(=O)C1=CC(=C2C=CC=CN2C1=O)C(C1=CC=CC=C1)=O (3-ethoxycarbonyl-1-benzoyl-4H-quinolizin-4-one), C[Si](C)(C)I (trimethylsilyliodide), C[Si](C)(C)I (trimethylsilyliodide), C[Si](C)(C)I (trimethylsilyliodide). The solvent is C(Cl)(Cl)Cl (chloroform), C(Cl)(Cl)Cl (chloroform). Reaction conditions: temperature 0 celsius, time 30 minute. Product: C(C1=CC=CC=C1)(=O)C=1C=C(C(N2C=CC=CC12)=O)C(=O)O (1-benzoyl-4H-quinolizin-4-one-3-carboxylic acid). Isolated yield 64.1%. RXN SMILES: C([O:3][C:4]([C:6]1[C:15](=[O:16])[N:14]2[C:9]([CH:10]=[CH:11][CH:12]=[CH:13]2)=[C:8]([C:17](=[O:24])[C:18]2[CH:23]=[CH:22][CH:21]=[CH:20][CH:19]=2)[CH:7]=1)=[O:5])C.C[Si](I)(C)C>C(Cl)(Cl)Cl>[C:17]([C:8]1[CH:7]=[C:6]([C:4]([OH:5])=[O:3])[C:15](=[O:16])[N:14]2[C:9]=1[CH:10]=[CH:11][CH:12]=[CH:13]2)(=[O:24])[C:18]1[CH:23]=[CH:22][CH:21]=[CH:20][CH:19]=1. Procedure details: To a solution of 3-ethoxycarbonyl-1-benzoyl-4H-quinolizin-4-one (2.14 g) in chloroform (65 ml) was added dropwise trimethylsilyliodide (1.04 ml) at 0° C. After stirring for 30 minutes at 0° C., trimethylsilyliodide (1.04 ml) was added. After stirring for hour at room temperature, trimethylsilyliodide (1.04 ml) was added. After stirring for 2 hours at room temperature, the reaction mixture was diluted with chloroform and washed with water. After drying over magnesium sulfate, the chloroform extra... Starting materials: ClC1=CC=C(COC2=CC(N(C=C2)C2=CC(=C(C=C2)[N+](=O)[O-])NC)=O)C=C1 (4-((4-chlorobenzyl)oxy)-1-(3-(methylamino)-4-nitrophenyl)pyridin-2(1H)-one). The reagents and catalysts are [Zn] (Zinc). Solvent: CC(=O)O (AcOH). Reaction conditions: time 1 hour. The product is NC1=C(C=C(C=C1)N1C(C=C(C=C1)OCC1=CC=C(C=C1)Cl)=O)NC (1-(4-Amino-3-(methylamino)phenyl)-4-((4-chlorobenzyl)oxy)pyridin-2(1H)-one). The yield is 49.7%. Reaction SMILES: [Cl:1][C:2]1[CH:27]=[CH:26][C:5]([CH2:6][O:7][C:8]2[CH:13]=[CH:12][N:11]([C:14]3[CH:19]=[CH:18][C:17]([N+:20]([O-])=O)=[C:16]([NH:23][CH3:24])[CH:15]=3)[C:10](=[O:25])[CH:9]=2)=[CH:4][CH:3]=1>CC(O)=O.[Zn]>[NH2:20][C:17]1[CH:18]=[CH:19][C:14]([N:11]2[CH:12]=[CH:13][C:8]([O:7][CH2:6][C:5]3[CH:26]=[CH:27][C:2]([Cl:1])=[CH:3][CH:4]=3)=[CH:9][C:10]2=[O:25])=[CH:15][C:16]=1[NH:23][CH3:24]. Procedure details: Zinc (20.34 g) was added to a suspension of 4-((4-chlorobenzyl)oxy)-1-(3-(methylamino)-4-nitrophenyl)pyridin-2(1H)-one (12 g) in AcOH (200 ml) at room temperature. The mixture was stirred at room temperature for 1 h. The insoluble material was removed by filtration, and the filtrate was concentrated in vacuo. The residue was neutralized with saturated NaHCO3 at 0° C. and extracted with EtOAc. The organic layer was separated, washed with water and brine, dried over MgSO4 and concentrated in vacuo... Reactants: CC(C)C[Al+]CC(C)C, CON(C)C(=O)CC(c1ccccc1)C(C)C, CO, [H-], C1CCOC1, Cc1ccccc1. The product is CC(C)C(CC=O)c1ccccc1. RXN SMILES: [CH2:26]([Al+:27][CH2:28][CH:29]([CH3:30])[CH3:31])[CH:32]([CH3:33])[CH3:34].[CH3:1][N:2]([C:3]([CH2:4][CH:5]([CH:6]([CH3:7])[CH3:8])[c:9]1[cH:10][cH:11][cH:12][cH:13][cH:14]1)=[O:15])[O:16][CH3:17].[CH3:35][OH:36].[H-:25].[O:37]1[CH2:38][CH2:39][CH2:40][CH2:41]1.[c:18]1([CH3:19])[cH:20][cH:21][cH:22][cH:23][cH:24]1>>[CH:3]([CH2:4][CH:5]([CH:6]([CH3:7])[CH3:8])[c:9]1[cH:10][cH:11][cH:12][cH:13][cH:14]1)=[O:15]. Starting materials: C1(CCCC1)N1C(C(=C(C2=C1N=C(N=C2)NC2=CC=C(C=N2)N2CCC(CC2)O)C)C(=C)OCC)=O (8-cyclopentyl-6-(1-ethoxy-vinyl)-2-(4-hydroxy-3,4,5,6-tetrahydro-2H-[1,3′]bipyridinyl-6′-ylamino)-5-methyl-8H-pyrido[2,3-d]pyrimidin-7-one), Cl (hydrogen chloride). The solvent is C(Cl)(Cl)Cl (chloroform). Reaction conditions: time 12 hour. The product is C(C)(=O)C1=C(C2=C(N=C(N=C2)NC2=CC=C(C=N2)N2CCC(CC2)O)N(C1=O)C1CCCC1)C (6-acetyl-8-cyclopentyl-2-(4-hydroxy-3,4,5,6-tetrahydro-2H-[1,3′]bipyridinyl-6′-ylamino)-5-methyl-8H-pyrido[2,3-d]pyrimidin-7-one). The yield is 88.5%. Reaction SMILES: [CH:1]1([N:6]2[C:11]3[N:12]=[C:13]([NH:16][C:17]4[N:22]=[CH:21][C:20]([N:23]5[CH2:28][CH2:27][CH:26]([OH:29])[CH2:25][CH2:24]5)=[CH:19][CH:18]=4)[N:14]=[CH:15][C:10]=3[C:9]([CH3:30])=[C:8]([C:31]([O:33]CC)=[CH2:32])[C:7]2=[O:36])[CH2:5][CH2:4][CH2:3][CH2:2]1.Cl>C(Cl)(Cl)Cl>[C:31]([C:8]1[C:7](=[O:36])[N:6]([CH:1]2[CH2:5][CH2:4][CH2:3][CH2:2]2)[C:11]2[N:12]=[C:13]([NH:16][C:17]3[N:22]=[CH:21][C:20]([N:23]4[CH2:28][CH2:27][CH:26]([OH:29])[CH2:25][CH2:24]4)=[CH:19][CH:18]=3)[N:14]=[CH:15][C:10]=2[C:9]=1[CH3:30])(=[O:33])[CH3:32]. Procedure details: To a solution of 8-cyclopentyl-6-(1-ethoxy-vinyl)-2-(4-hydroxy-3,4,5,6-tetrahydro-2H-[1,3′]bipyridinyl-6′-ylamino)-5-methyl-8H-pyrido[2,3-d]pyrimidin-7-one (255 mg, 0.52 mmol) in chloroform (2 mL) was added hydrogen chloride (2 M ethereal solution, 5.0 mL, 10.0 mmol). The reaction mixture was stirred at RT for 12 h. The solvents were evaporated and the residue was dissolved in ethanol. The ethanol was evaporated to give 6-acetyl-8-cyclopentyl-2-(4-hydroxy-3,4,5,6-tetrahydro-2H-[1,3′]bipyridinyl-... The reactants are FC1=CC=C(C=C1)C(C(C(=O)OCC)CC1=CC=C(C=C1)C(C)C)=O (ethyl 3-(4-fluorophenyl)-2-(4-isopropylbenzyl)-3-oxopropionate), Cl (hydrochloric acid). Reagents/catalysts: [BH4-].[Zn+2].[BH4-] (zinc borohydride). Run in C(C)OCC (diethyl ether). Reaction conditions: time 2 hour. The product is FC1=CC=C(C=C1)C(C(C(=O)OCC)CC1=CC=C(C=C1)C(C)C)O (ethyl (2RS,3RS)-3-(4-fluorophenyl)-3-hydroxy-2-(4-isopropylbenzyl)propionate). Reaction SMILES: [F:1][C:2]1[CH:7]=[CH:6][C:5]([C:8](=[O:25])[CH:9]([CH2:15][C:16]2[CH:21]=[CH:20][C:19]([CH:22]([CH3:24])[CH3:23])=[CH:18][CH:17]=2)[C:10]([O:12][CH2:13][CH3:14])=[O:11])=[CH:4][CH:3]=1.Cl>C(OCC)C.[BH4-].[Zn+2].[BH4-]>[F:1][C:2]1[CH:3]=[CH:4][C:5]([CH:8]([OH:25])[CH:9]([CH2:15][C:16]2[CH:17]=[CH:18][C:19]([CH:22]([CH3:24])[CH3:23])=[CH:20][CH:21]=2)[C:10]([O:12][CH2:13][CH3:14])=[O:11])=[CH:6][CH:7]=1 |f:3.4.5|. Procedure details: While stirring zinc chloride (8.41 g, 61.7 mmol) in diethyl ether (100 ml), sodium borohydride (4.67 g, 123 mmol) was added at room temperature and the mixture was stirred as it was for 2 hrs. The insoluble material of the mixture was removed by filtration and washed with diethyl ether to give a solution of zinc borohydride in diethyl ether. To the obtained solution was added a solution of ethyl 3-(4-fluorophenyl)-2-(4-isopropylbenzyl)-3-oxopropionate (10.57 g, 30.87 mmol) in diethyl ether (50 m... Starting materials: C([O-])(O)=O.[Na+] (sodium bicarbonate), amine, BrC=1C=C(C=NC1)OC[C@H]1N(CCC1)C (5-bromo-3-(1-methyl-2-(S)-pyrrolidinylmethoxy)pyridine), C(=C)C1=CC=NC=C1 (4-vinylpyridine), C1(=C(C=CC=C1)P(C1=C(C=CC=C1)C)C1=C(C=CC=C1)C)C (tri-o-tolylphosphine). Reagents/catalysts: C(C)(=O)[O-].[Pd+2].C(C)(=O)[O-] (palladium acetate). Solvent: C(C)#N (acetonitrile), C(C)N(CC)CC (triethylamine). Conditions: temperature 100 celsius. Yields the product N1=CC=C(C=C1)C=CC=1C=C(C=NC1)OC[C@H]1N(CCC1)C (5-(2-(4-Pyridinyl)ethenyl)-3-(1-methyl-2-(S)-pyrrolidinylmethoxy)pyridine). Isolated yield 87.7%. RXN SMILES: Br[C:2]1[CH:3]=[C:4]([O:8][CH2:9][C@@H:10]2[CH2:14][CH2:13][CH2:12][N:11]2[CH3:15])[CH:5]=[N:6][CH:7]=1.[CH:16]([C:18]1[CH:23]=[CH:22][N:21]=[CH:20][CH:19]=1)=[CH2:17].C1(C)C=CC=CC=1P(C1C=CC=CC=1C)C1C=CC=CC=1C.C(=O)(O)[O-].[Na+]>C(#N)C.C(N(CC)CC)C.C([O-])(=O)C.[Pd+2].C([O-])(=O)C>[N:21]1[CH:22]=[CH:23][C:18]([CH:16]=[CH:17][C:2]2[CH:3]=[C:4]([O:8][CH2:9][C@@H:10]3[CH2:14][CH2:13][CH2:12][N:11]3[CH3:15])[CH:5]=[N:6][CH:7]=2)=[CH:19][CH:20]=1 |f:3.4,7.8.9|. Procedure details: To a solution of 5-bromo-3-(1-methyl-2-(S)-pyrrolidinylmethoxy)pyridine (272.0 mg, 1.0 mmol) in acetonitrile (3.0 mL) and triethylamine (2.5 mL) was added 4-vinylpyridine (0.227.0 mL, 2.0 mmol), palladium acetate (23.0 mg, 0.1 mmol) and tri-o-tolylphosphine (122.0 mg). After being heated in a sealed tube at 100° C. overnight, the reaction mixture was cooled to room temperature. A minimum amount of saturated sodium bicarbonate was added to free the amine, and the mixture was extracted with EtOAc,...